This data is from the Open Reaction Database (ORD), a public repository of structured organic reaction records. The task is: describe an organic reaction: reactants, conditions, products, and yield Reactants: CC1=C(C(=CC=C1)C)NCC=1OC(=NN1)S (2-(2,6-dimethylphenylaminomethyl)-5-mercapto-1,3,4-oxadiazole), IC (iodomethane), [OH-].[Na+] (sodium hydroxide). Solvent: O (water), ClCCl (dichloromethane). Reaction conditions: temperature 25 celsius, time 1 hour. Yields the product ethyl ether petroleum ether, CC1=C(C(=CC=C1)C)NCC=1OC(=NN1)SC (2-(2,6-dimethylphenylaminomethyl)-5-methylthio-1,3,4-oxadiazole). The yield is 51.3%. RXN SMILES: [CH3:1][C:2]1[CH:7]=[CH:6][CH:5]=[C:4]([CH3:8])[C:3]=1[NH:9][CH2:10][C:11]1[O:12][C:13]([SH:16])=[N:14][N:15]=1.[OH-].[Na+].I[CH3:20]>O.ClCCl>[CH3:8][C:4]1[CH:5]=[CH:6][CH:7]=[C:2]([CH3:1])[C:3]=1[NH:9][CH2:10][C:11]1[O:12][C:13]([S:16][CH3:20])=[N:14][N:15]=1 |f:1.2|. Procedure details: To a stirred mixture of 16.2 g (0.0688 mol) 2-(2,6-dimethylphenylaminomethyl)-5-mercapto-1,3,4-oxadiazole in 200 ml water and 200 ml dichloromethane was added quickly 2.8 g (0.0688 mol) sodium hydroxide. To the resulting reaction mixture was then added 9.9 g (0.0688 mol) iodomethane. The reaction mixture was stirred at about 25° C. for 1 hour and then heated under reflux for 1 hour. After the reaction mixture was allowed to stand overnight at 25° C., the organic layer was separated, dried over m... Reactants: ClC1=NN=C(C2=CC=CC=C12)N1CC(NCC1)C(=O)OC (Methyl 4-(4-chlorophthalazin-1-yl)piperazine-2-carboxylate), C(C1=CC=CC=C1)(=O)Cl (Benzoyl chloride). Run in CN(C)C=O (DMF), C(C)(C)N(C(C)C)CC (N,N-diisopropylethylamine), C(C)(=O)OCC (ethyl acetate), hexanes. Reaction conditions: time 16 hour. Yields the product C(C1=CC=CC=C1)(=O)N1C(CN(CC1)C1=NN=C(C2=CC=CC=C12)Cl)C(=O)OC (methyl 1-benzoyl-4-(4-chlorophthalazin-1-yl)piperazine-2-carboxylate). RXN SMILES: [Cl:1][C:2]1[C:11]2[C:6](=[CH:7][CH:8]=[CH:9][CH:10]=2)[C:5]([N:12]2[CH2:17][CH2:16][NH:15][CH:14]([C:18]([O:20][CH3:21])=[O:19])[CH2:13]2)=[N:4][N:3]=1.[C:22](Cl)(=[O:29])[C:23]1[CH:28]=[CH:27][CH:26]=[CH:25][CH:24]=1>CN(C=O)C.C(N(CC)C(C)C)(C)C.C(OCC)(=O)C>[C:22]([N:15]1[CH2:16][CH2:17][N:12]([C:5]2[C:6]3[C:11](=[CH:10][CH:9]=[CH:8][CH:7]=3)[C:2]([Cl:1])=[N:3][N:4]=2)[CH2:13][CH:14]1[C:18]([O:20][CH3:21])=[O:19])(=[O:29])[C:23]1[CH:28]=[CH:27][CH:26]=[CH:25][CH:24]=1. Procedure details: Methyl 4-(4-chlorophthalazin-1-yl)piperazine-2-carboxylate (563 mg, 1.84 mmol) was dissolved in DMF (6 mL) and N,N-diisopropylethylamine (1 mL). Benzoyl chloride (0.23 mL, 2.02 mmol) was added and the mixture stirred at rt for 16 hours. The reaction was taken up in ethyl acetate (80 mL), washed with aqueous K2CO3 (10%), water, and then saturated sodium chloride. The organics were dried (MgSO4) and evaporated to give a yellow oil. Chromatography over silica gel with a gradient of hexanes/0-75% et... Reactants: C(C)OC([C@@H](C[C@@H](CC1=CC=C(C=C1)C1=C(C=CC(=C1)Cl)F)NC(=O)C1=NNC(=C1)C(C)=O)O)=O ((2R,4R)-4-[(5-Acetyl-1H-pyrazole-3-carbonyl)amino]-5-(5′-chloro-2′-fluorobiphenyl-4-yl)-2-hydroxypentanoic acid ethyl ester), [Li+].[OH-] (LiOH), O (water), CCO (EtOH). Yields the product C(C)(=O)C1=CC(=NN1)C(=O)N[C@@H](C[C@H](C(=O)O)O)CC1=CC=C(C=C1)C1=C(C=CC(=C1)Cl)F ((2R,4R)-4-[(5-Acetyl-1H-pyrazole-3-carbonyl)amino]-5-(5′-chloro-2′-fluorobiphenyl-4-yl)-2-hydroxypentanoic Acid). Yield: 16.3%. RXN SMILES: C([O:3][C:4](=[O:35])[C@H:5]([OH:34])[CH2:6][C@H:7]([NH:23][C:24]([C:26]1[CH:30]=[C:29]([C:31](=[O:33])[CH3:32])[NH:28][N:27]=1)=[O:25])[CH2:8][C:9]1[CH:14]=[CH:13][C:12]([C:15]2[CH:20]=[C:19]([Cl:21])[CH:18]=[CH:17][C:16]=2[F:22])=[CH:11][CH:10]=1)C.[Li+].[OH-].O.CCO>>[C:31]([C:29]1[NH:28][N:27]=[C:26]([C:24]([NH:23][C@H:7]([CH2:8][C:9]2[CH:14]=[CH:13][C:12]([C:15]3[CH:20]=[C:19]([Cl:21])[CH:18]=[CH:17][C:16]=3[F:22])=[CH:11][CH:10]=2)[CH2:6][C@@H:5]([OH:34])[C:4]([OH:35])=[O:3])=[O:25])[CH:30]=1)(=[O:33])[CH3:32] |f:1.2|. Procedure: (2R,4R)-4-[(5-Acetyl-1H-pyrazole-3-carbonyl)amino]-5-(5′-chloro-2′-fluorobiphenyl-4-yl)-2-hydroxypentanoic acid ethyl ester (75 mg, 150 μmol) was stirred at room temperature with LiOH (10.8 mg, 450 μmol) in water (450 μL, 25 mmol) and EtOH (450 μL, 7.7 mmol), overnight. The solvent was removed and the remaining material was purified by preparative HPLC to yield the title compound (11.6 mg) as a TFA salt. Yields the product P(=O)(OCCCCCCCCCCCCCCCCCC)([O-])[O-].[Mg+2] (magnesium stearyl phosphate). Starting materials: P(=O)(OCCCCCCCCCCCCCCCCCC)([O-])[O-] (stearyl phosphate), S(=O)(=O)([O-])[O-].[Mg+2] (magnesium sulfate), magnesium ion, P(=O)(OCCCCCCCCCCCCCCCCCC)([O-])[O-] (stearyl phosphate), [OH-].[Na+] (sodium hydroxide). Run at temperature 70 celsius, time 90 minute. Reaction SMILES: [P:1]([O-:23])([O-:22])([O:3][CH2:4][CH2:5][CH2:6][CH2:7][CH2:8][CH2:9][CH2:10][CH2:11][CH2:12][CH2:13][CH2:14][CH2:15][CH2:16][CH2:17][CH2:18][CH2:19][CH2:20][CH3:21])=[O:2].[OH-].[Na+].S([O-])([O-])(=O)=O.[Mg+2:31]>O>[P:1]([O-:22])([O-:23])([O:3][CH2:4][CH2:5][CH2:6][CH2:7][CH2:8][CH2:9][CH2:10][CH2:11][CH2:12][CH2:13][CH2:14][CH2:15][CH2:16][CH2:17][CH2:18][CH2:19][CH2:20][CH3:21])=[O:2].[Mg+2:31] |f:1.2,3.4,6.7|. Solvent: O (Water), O (water). Procedure: Water (19 L) was added to stearyl phosphate (molar ratio of diester/monoester=1/2.7; acid value, 231.7 mg KOH/g) (1 kg) while heating at 70° C., whereby the stearyl phosphate was dispersed uniformly. An aqueous solution of sodium hydroxide (500 g/L) (331 ml) was dropwise added to the mixture while keeping the said temperature. When the addition was finished, the mixture showed a pH of about 11.5. An aqueous solution of magnesium sulfate (300 g/L) (846 ml) was gradually added thereto at a tempera...